This data is from the Open Reaction Database (ORD), a public repository of structured organic reaction records. The task is: describe an organic reaction: reactants, conditions, products, and yield Starting materials: IC1=C2CCN3C(C2=CC=C1)=CC(NCC3=O)=O (9-iodo-3,4,7,8-tetrahydro-[1,4]diazepino[7,1-a]isoquinoline-2,5-dione), C(CCC)[Sn](C=1N=CSC1)(CCCC)CCCC (4-(tributylstannyl)thiazole). Reagents/catalysts: C=1C=CC(=CC1)[P](C=2C=CC=CC2)(C=3C=CC=CC3)[Pd]([P](C=4C=CC=CC4)(C=5C=CC=CC5)C=6C=CC=CC6)([P](C=7C=CC=CC7)(C=8C=CC=CC8)C=9C=CC=CC9)[P](C=1C=CC=CC1)(C=1C=CC=CC1)C=1C=CC=CC1 (Pd(PPh3)4). Solvent: O1CCOCC1 (dioxane). Conditions: temperature 150 celsius. The product is S1C=NC(=C1)C1=C2CCN3C(C2=CC=C1)=CC(NCC3=O)=O (9-(thiazol-4-yl)-3,4,7,8-tetrahydro-[1,4]diazepino[7,1-a]isoquinoline-2,5-dione). Yield: 86.6%. RXN SMILES: I[C:2]1[CH:11]=[CH:10][CH:9]=[C:8]2[C:3]=1[CH2:4][CH2:5][N:6]1[C:16](=[O:17])[CH2:15][NH:14][C:13](=[O:18])[CH:12]=[C:7]12.C([Sn](CCCC)(CCCC)[C:24]1[N:25]=[CH:26][S:27][CH:28]=1)CCC>O1CCOCC1.C1C=CC([P]([Pd]([P](C2C=CC=CC=2)(C2C=CC=CC=2)C2C=CC=CC=2)([P](C2C=CC=CC=2)(C2C=CC=CC=2)C2C=CC=CC=2)[P](C2C=CC=CC=2)(C2C=CC=CC=2)C2C=CC=CC=2)(C2C=CC=CC=2)C2C=CC=CC=2)=CC=1>[S:27]1[CH:28]=[C:24]([C:2]2[CH:11]=[CH:10][CH:9]=[C:8]3[C:3]=2[CH2:4][CH2:5][N:6]2[C:16](=[O:17])[CH2:15][NH:14][C:13](=[O:18])[CH:12]=[C:7]23)[N:25]=[CH:26]1 |^1:46,48,67,86|. Procedure: To a degassed solution of 9-iodo-3,4,7,8-tetrahydro-[1,4]diazepino[7,1-a]isoquinoline-2,5-dione (1 g, 2.82 mmol) and 4-(tributylstannyl)thiazole (1.48 g, 3.95 mmol) in dioxane (16 mL) was added Pd(PPh3)4 (130 mg, 0.11 mmol) and the mixture was heated in the microwave at 150° C. for 2 h. The solvent was removed under reduced pressure. The crude product was crystallized from DCM to yield the title compound (760 mg). UPLC-MS: MS 312.1 (M+H+); UPLC rt 0.66 min.